From a dataset of the Open Reaction Database (ORD), a public repository of structured organic reaction records. describe an organic reaction: reactants, conditions, products, and yield Reactants: ClC1=NC=C(C(=N1)Cl)C(C(C)C)O ((±)-1-(2,4-dichloro-pyrimidin-5-yl)-2-methyl-propan-1-ol), C(C)(C)N(C(C)C)CC (N,N-diisopropyl-ethylamine), P(=O)(Br)(Br)Br (phosphorus oxybromide). The solvent is BrCBr (dibromomethane). Conditions: time 10 minute. The product is BrC(C(C)C)C=1C(=NC(=NC1)Cl)Cl ((±)-5-(1-bromo-2-methyl-propyl)-2,4-dichloro-pyrimidine). Reaction SMILES: [Cl:1][C:2]1[N:7]=[C:6]([Cl:8])[C:5]([CH:9](O)[CH:10]([CH3:12])[CH3:11])=[CH:4][N:3]=1.C(N(CC)C(C)C)(C)C.P(Br)(Br)([Br:25])=O>BrCBr>[Br:25][CH:9]([C:5]1[C:6]([Cl:8])=[N:7][C:2]([Cl:1])=[N:3][CH:4]=1)[CH:10]([CH3:12])[CH3:11]. Procedure details: (±)-1-(2,4-Dichloro-pyrimidin-5-yl)-2-methyl-propan-1-ol (0.18 g; 0.83 mmol) (from Example 11a supra) was combined with N,N-diisopropyl-ethylamine (0.37 mL; 2.10 mmol) (Aldrich) and a small volume of dibromomethane (50 μL) (Aldrich) to help solubilize the mixture. Only a small amount of material remained insoluble. Neat phosphorus oxybromide (0.22 g; 0.85 mmol) (Aldrich) was added in one portion. Reaction mixture was stirred for 10 minutes and then partitioned between ethyl acetate and water. Th... Starting materials: COCCl, CCOC(=O)c1ccc(OC)cc1, ClCCl, O, Cl[Sn](Cl)(Cl)Cl. The product is CCOC(=O)c1ccc(OC)c(CCl)c1. RXN SMILES: [CH3:14][O:15][CH2:16][Cl:17].[CH3:1][O:2][c:3]1[cH:4][cH:5][c:6]([C:7](=[O:8])[O:9][CH2:10][CH3:11])[cH:12][cH:13]1.[Cl:24][CH2:25][Cl:26].[OH2:23].[Sn:18]([Cl:19])([Cl:20])([Cl:21])[Cl:22]>>[CH3:1][O:2][c:3]1[c:4]([CH2:16][Cl:17])[cH:5][c:6]([C:7](=[O:8])[O:9][CH2:10][CH3:11])[cH:12][cH:13]1.